This data is from the Open Reaction Database (ORD), a public repository of structured organic reaction records. The task is: describe an organic reaction: reactants, conditions, products, and yield Reaction SMILES: [Br:1][c:2]1[c:3](-[c:7]2[cH:8][n:9][cH:10][cH:11][cH:12]2)[n:4][nH:5][cH:6]1.[CH2:22]1[O:23][CH2:24][CH2:25][CH2:26]1.[CH3:13][CH2:14][CH2:15][CH2:16][Li:17].[CH3:18][S:19][S:20][CH3:21]>>[c:2]1([S:19][CH3:18])[c:3](-[c:7]2[cH:8][n:9][cH:10][cH:11][cH:12]2)[n:4][nH:5][cH:6]1. Product: CSc1c[nH]nc1-c1cccnc1. Starting materials: Brc1c[nH]nc1-c1cccnc1, C1CCOC1, [Li]CCCC, CSSC. Reactants: paraffin, Cl (hydrochloric acid), C(#N)C1=CC=C(CP(OCC)(OCC)=O)C=C1 (diethyl 4-cyanobenzylphosphonate), [H-].[Na+] (sodium hydride), C(=O)C1=C(C=2C(CCC(C2C=C1C)(C)C)(C)C)OC (2-formyl-5,6,7,8-tetrahydro-1-methoxy-3,5,5,8,8-pentamethylnaphthalene). Solvent: CS(=O)C (dimethyl sulfoxide), O (water), petroleum ether, CS(=O)C (dimethyl sulfoxide), CS(=O)C (dimethyl sulfoxide). Yields the product COC1=C(C(=CC=2C(CCC(C12)(C)C)(C)C)C)/C=C/C1=CC=C(C#N)C=C1 ((E)-4-[2-(5,6,7,8-Tetrahydro-1-methoxy-3,5,5,8,8-pentamethylnaphth-2-yl)-1-ethenyl]-benzonitrile). The yield is 76.8%. Reaction SMILES: [C:1]([C:3]1[CH:17]=[CH:16][C:6]([CH2:7]P(=O)(OCC)OCC)=[CH:5][CH:4]=1)#[N:2].[H-].[Na+].[CH:20]([C:22]1[C:31]([CH3:32])=[CH:30][C:29]2[C:28]([CH3:34])([CH3:33])[CH2:27][CH2:26][C:25]([CH3:36])([CH3:35])[C:24]=2[C:23]=1[O:37][CH3:38])=O.Cl>CS(C)=O.O>[CH3:38][O:37][C:23]1[C:24]2[C:25]([CH3:35])([CH3:36])[CH2:26][CH2:27][C:28]([CH3:34])([CH3:33])[C:29]=2[CH:30]=[C:31]([CH3:32])[C:22]=1/[CH:20]=[CH:7]/[C:6]1[CH:5]=[CH:4][C:3]([C:1]#[N:2])=[CH:17][CH:16]=1 |f:1.2|. Procedure details: A solution of 25.2 g (0.1 mole) of diethyl 4-cyanobenzylphosphonate in 50 ml of dimethyl sulfoxide was added dropwise to a suspension of 3 g (0.1 mole) of sodium hydride (80% strength, freed beforehand from the 20% of paraffin using petroleum ether) in 100 ml of absolute dimethyl sulfoxide at from 25° to 40° C. The mixture was stirred for a further hour, after which a solution of 12 g (50 millimoles) of 2-formyl-5,6,7,8-tetrahydro-1-methoxy-3,5,5,8,8-pentamethylnaphthalene in 100 ml of dimethyl ... Starting materials: Cl (hydrochloric acid), FC1=C(C=CC=C1C(F)(F)F)C=1OC=C(N1)CN1N=CC(=C1)C(=O)OCC (ethyl 1-({2-[2-fluoro-3-(trifluoromethyl)phenyl]-1,3-oxazol-4-yl}methyl)-1H-pyrazole-4-carboxylate), [OH-].[Na+] (sodium hydroxide), C(C)O (ethanol). The solvent is O1CCCC1 (tetrahydrofuran). Reaction conditions: time 16 hour. The product is FC1=C(C=CC=C1C(F)(F)F)C=1OC=C(N1)CN1N=CC(=C1)C(=O)O (1-({2-[2-fluoro-3-(trifluoromethyl)phenyl]-1,3-oxazol-4-yl}methyl)-1H-pyrazole-4-carboxylic acid). Isolated yield 78.5%. Reaction SMILES: [F:1][C:2]1[C:7]([C:8]([F:11])([F:10])[F:9])=[CH:6][CH:5]=[CH:4][C:3]=1[C:12]1[O:13][CH:14]=[C:15]([CH2:17][N:18]2[CH:22]=[C:21]([C:23]([O:25]CC)=[O:24])[CH:20]=[N:19]2)[N:16]=1.[OH-].[Na+].C(O)C.Cl>O1CCCC1>[F:1][C:2]1[C:7]([C:8]([F:9])([F:10])[F:11])=[CH:6][CH:5]=[CH:4][C:3]=1[C:12]1[O:13][CH:14]=[C:15]([CH2:17][N:18]2[CH:22]=[C:21]([C:23]([OH:25])=[O:24])[CH:20]=[N:19]2)[N:16]=1 |f:1.2|. Procedure details: A mixture of the compound (0.44 g) obtained in Example 105b, 4N sodium hydroxide (3 mL), ethanol (8 mL) and tetrahydrofuran (2 mL) was stirred at room temperature for 16 hr. The reaction mixture was adjusted to pH 5 with 1N hydrochloric acid, and the precipitate was collected by filtration, dried under reduced pressure and recrystallized from ethanol-hexane to give the title compound (0.32 g) as colorless crystals. Starting materials: CS(=O)(=O)Cl (methane sulfonyl chloride), BrC1=C(C=CC=C1)[C@H](CCCO)NC(OC(C)(C)C)=O ((S)-tert-butyl 1-(2-bromophenyl)-4-hydroxybutylcarbamate), BrC1=C(C=CC=C1)[C@H](CCCO)NC(OC(C)(C)C)=O ((S)-tert-butyl 1-(2-bromophenyl)-4-hydroxybutylcarbamate), C(C)N(C(C)C)C(C)C (N-ethyldiisopropylamine). Solvent: C(Cl)Cl (methylene chloride). Conditions: time 2 day. Product: CS(=O)(=O)OCCC[C@H](NC(=O)OC(C)(C)C)C1=C(C=CC=C1)Br ((S)-4-(2-bromophenyl)-4-(tert-butoxycarbonylamino)butyl methanesulfonate). The yield is 92.7%. RXN SMILES: [Br:1][C:2]1[CH:7]=[CH:6][CH:5]=[CH:4][C:3]=1[C@@H:8]([NH:13][C:14](=[O:20])[O:15][C:16]([CH3:19])([CH3:18])[CH3:17])[CH2:9][CH2:10][CH2:11][OH:12].C(N(C(C)C)C(C)C)C.[CH3:30][S:31](Cl)(=[O:33])=[O:32]>C(Cl)Cl>[CH3:30][S:31]([O:12][CH2:11][CH2:10][CH2:9][C@@H:8]([C:3]1[CH:4]=[CH:5][CH:6]=[CH:7][C:2]=1[Br:1])[NH:13][C:14]([O:15][C:16]([CH3:17])([CH3:19])[CH3:18])=[O:20])(=[O:33])=[O:32]. Procedure: To a solution of (S)-tert-butyl 1-(2-bromophenyl)-4-hydroxybutylcarbamate (compound 5; 59.4 mmol, 20.44 g) in dry methylene chloride (500 mL) cooled in an ice bath was added N-ethyldiisopropylamine (119 mmol, 15.35 g) followed by the slow addition of methane sulfonyl chloride (60.0 mmol, 6.87 g) under nitrogen maintaining the reaction temperature below 5° C. Once the addition was complete the cooling bath was removed and the reaction mixture was allowed to warm to ambient temperature and left to... Starting materials: O=[N+]([O-])c1ccccc1F, [H-], Cc1cc(C#N)c(N)s1, [Na+], C1CCOC1. The product is Cc1cc(C#N)c(Nc2ccccc2[N+](=O)[O-])s1. Reaction SMILES: [F:3][c:4]1[c:5]([N+:10](=[O:11])[O-:12])[cH:6][cH:7][cH:8][cH:9]1.[H-:1].[NH2:13][c:14]1[s:15][c:16]([CH3:21])[cH:17][c:18]1[C:19]#[N:20].[Na+:2].[O:22]1[CH2:23][CH2:24][CH2:25][CH2:26]1>>[c:4]1([NH:13][c:14]2[s:15][c:16]([CH3:21])[cH:17][c:18]2[C:19]#[N:20])[c:5]([N+:10](=[O:11])[O-:12])[cH:6][cH:7][cH:8][cH:9]1. The product is CN1C(C2(CC=3N(C=4C=CC=CC4C3)C2)CC1=O)=O (1',3'-dihydro-1-methylspiro-[pyrrolidine-3,2'-pyrrolo[1,2-a]indole]-2,5-dione). Run in CN(C)C=O (DMF), CN(C)C=O (DMF), O (water). Reactants: C1C2(CN3C1=CC=1C=CC=CC31)C(NC(C2)=O)=O (1',3'-dihydrospiro[pyrrolidine-3,2'-pyrrolo[1,2-a]indole]-2,5-dione), [H-].[Na+] (sodium hydride), Cl (hydrochloric acid), IC (iodomethane). Procedure: A solution of 1.96 g of 1',3'-dihydrospiro[pyrrolidine-3,2'-pyrrolo[1,2-a]indole]-2,5-dione [prepared as described in Example 11(iv)] in 10 ml of DMF was added dropwise to a stirred suspension of 330 mg of a 60% dispersion of sodium hydride in mineral oil in 10 ml of DMF. The mixture was treated with 1 ml of iodomethane and stirred for 17 hours. The mixture was diluted with water, neutralized with 1M aqueous hydrochloric acid and extracted with ethyl acetate. The extracts were washed with sodium... Reaction conditions: time 17 hour. As a reaction SMILES: [CH2:1]1[C:5]2=[CH:6][C:7]3[CH:8]=[CH:9][CH:10]=[CH:11][C:12]=3[N:4]2[CH2:3][C:2]21[CH2:16][C:15](=[O:17])[NH:14][C:13]2=[O:18].[H-].[Na+].I[CH3:22].Cl>CN(C=O)C.O>[CH3:22][N:14]1[C:15](=[O:17])[CH2:16][C:2]2([CH2:3][N:4]3[C:12]4[CH:11]=[CH:10][CH:9]=[CH:8][C:7]=4[CH:6]=[C:5]3[CH2:1]2)[C:13]1=[O:18] |f:1.2|. Reactants: CCc1ccc(CN)c(F)c1, CCO, COC(=O)CC#N, CN(C)c1ccncc1. Product: CCc1ccc(CNC(=O)CC#N)c(F)c1. As a reaction SMILES: [CH2:8]([CH3:9])[c:10]1[cH:11][c:12]([F:18])[c:13]([CH2:14][NH2:15])[cH:16][cH:17]1.[CH3:19][CH2:20][OH:21].[CH3:1][O:2][C:3](=[O:4])[CH2:5][C:6]#[N:7].[CH3:22][N:23]([c:24]1[cH:25][cH:26][n:27][cH:28][cH:29]1)[CH3:30]>>[O:2]=[C:3]([CH2:5][C:6]#[N:7])[NH:15][CH2:14][c:13]1[c:12]([F:18])[cH:11][c:10]([CH2:8][CH3:9])[cH:17][cH:16]1.